From a dataset of the Open Reaction Database (ORD), a public repository of structured organic reaction records. describe an organic reaction: reactants, conditions, products, and yield Reactants: CN1C(C2=CC(=CC=C2C=C1C1=CC(=C(C=C1)OCC1CO1)OC)OC)=O (2-methyl-3-[3-methoxy-4-(2,3-epoxypropoxy)-phenyl]-7-methoxy-isoquinolin-1(2H)-one), C(C)(C)N (isopropylamine). Yields the product CN1C(C2=CC(=CC=C2C=C1C1=CC(=C(C=C1)OCC(CNC(C)C)O)OC)OC)=O (2-Methyl-3-[3-methoxy-4-(2-hydroxy-3-isopropylamino-propoxy)-phenyl]-7-methoxy-isoquinolin-1(2H)-one). Yield: 77.0%. RXN SMILES: [CH3:1][N:2]1[C:11]([C:12]2[CH:17]=[CH:16][C:15]([O:18][CH2:19][CH:20]3[O:22][CH2:21]3)=[C:14]([O:23][CH3:24])[CH:13]=2)=[CH:10][C:9]2[C:4](=[CH:5][C:6]([O:25][CH3:26])=[CH:7][CH:8]=2)[C:3]1=[O:27].[CH:28]([NH2:31])([CH3:30])[CH3:29]>>[CH3:1][N:2]1[C:11]([C:12]2[CH:17]=[CH:16][C:15]([O:18][CH2:19][CH:20]([OH:22])[CH2:21][NH:31][CH:28]([CH3:30])[CH3:29])=[C:14]([O:23][CH3:24])[CH:13]=2)=[CH:10][C:9]2[C:4](=[CH:5][C:6]([O:25][CH3:26])=[CH:7][CH:8]=2)[C:3]1=[O:27]. Procedure details: 2-Methyl-3-[3-methoxy-4-(2-hydroxy-3-isopropylamino-propoxy)-phenyl]-7-methoxy-isoquinolin-1(2H)-one was prepared analogous to Example 1b from 2-methyl-3-[3-methoxy-4-(2,3-epoxypropoxy)-phenyl]-7-methoxy-isoquinolin-1(2H)-one and isopropylamine. Reactants: NC1=C2NC(NC2=NC(=N1)C1=NN(C2=NC=CC=C21)CC2=C(C=CC=C2)F)=O (6-Amino-2-[1-(2-fluorobenzyl)-1H-pyrazolo[3,4-b]pyridin-3-yl]-7,9-dihydro-8H-purin-8-one), CCN(CC)P1(=NC(C)(C)C)N(CCCN1C)C (BEMP), C(C)I (ethyl iodide). Run at temperature 0 celsius, time 20 minute. The yield is 31.2%. Product: NC1=C2NC(N(C2=NC(=N1)C1=NN(C2=NC=CC=C21)CC2=C(C=CC=C2)F)CC)=O (6-Amino-9-ethyl-2-[1-(2-fluorobenzyl)-1H-pyrazolo[3,4-b]pyridin-3-yl]-7,9-dihydro-8H-purin-8-one). The solvent is CN(C=O)C (dimethylformamide), CN(C=O)C (dimethylformamide). Reported procedure: 200 mg (0.531 mmol) of the compound from example 33 and 146 mg (0.531 mmol) of BEMP were initially charged in 10 ml of dimethylformamide, and a solution of 82 mg (0.531 mmol) of ethyl iodide in 2 ml of dimethylformamide was added dropwise at 0° C. within 10 min The mixture was stirred at 0° C. for 20 min. Subsequently, the reaction solution was concentrated under reduced pressure and the residue was purified by means of preparative HPLC (eluent: acetonitrile/water, gradient 10:90→90:10). 67 mg o... RXN SMILES: [NH2:1][C:2]1[N:10]=[C:9]([C:11]2[C:19]3[C:14](=[N:15][CH:16]=[CH:17][CH:18]=3)[N:13]([CH2:20][C:21]3[CH:26]=[CH:25][CH:24]=[CH:23][C:22]=3[F:27])[N:12]=2)[N:8]=[C:7]2[C:3]=1[NH:4][C:5](=[O:28])[NH:6]2.[CH3:29][CH2:30]N(P1(N(C)CCCN1C)=NC(C)(C)C)CC.C(I)C>CN(C)C=O>[NH2:1][C:2]1[N:10]=[C:9]([C:11]2[C:19]3[C:14](=[N:15][CH:16]=[CH:17][CH:18]=3)[N:13]([CH2:20][C:21]3[CH:26]=[CH:25][CH:24]=[CH:23][C:22]=3[F:27])[N:12]=2)[N:8]=[C:7]2[C:3]=1[NH:4][C:5](=[O:28])[N:6]2[CH2:29][CH3:30].